Task: describe an organic reaction: reactants, conditions, products, and yield. Dataset: the Open Reaction Database (ORD), a public repository of structured organic reaction records Reactants: FC=1C=C(C=CC1)N1N=C(N=C1)C(=O)N1C[C@@H](NCC1)C ([1-(3-fluoro-phenyl)-1H-[1,2,4]triazol-3-yl]-((S)-3-methyl-piperazin-1-yl)-methanone), BrC=1C=C(OC1Br)C(=O)O (4,5-dibromo-2-furoic acid), CN(C)C(=[N+](C)C)ON1C2=C(C=CC=C2)N=N1.[B-](F)(F)(F)F (TBTU), CCN(C(C)C)C(C)C (DIPEA). The solvent is CN(C)C=O (DMF). Run at time 12 hour. Yields the product BrC=1C=C(OC1Br)C(=O)N1[C@H](CN(CC1)C(=O)C1=NN(C=N1)C1=CC(=CC=C1)F)C ((S)-[4-(4,5-Dibromo-furan-2-carbonyl)-3-methyl-piperazin-1-yl]-[1-(3-fluoro-phenyl)-1H-[1,2,4]triazol-3-yl]-methanone). Reaction SMILES: [F:1][C:2]1[CH:3]=[C:4]([N:8]2[CH:12]=[N:11][C:10]([C:13]([N:15]3[CH2:20][CH2:19][NH:18][C@@H:17]([CH3:21])[CH2:16]3)=[O:14])=[N:9]2)[CH:5]=[CH:6][CH:7]=1.[Br:22][C:23]1[CH:24]=[C:25]([C:29](O)=[O:30])[O:26][C:27]=1[Br:28].CN(C(ON1N=NC2C=CC=CC1=2)=[N+](C)C)C.[B-](F)(F)(F)F.CCN(C(C)C)C(C)C>CN(C=O)C>[Br:22][C:23]1[CH:24]=[C:25]([C:29]([N:18]2[CH2:19][CH2:20][N:15]([C:13]([C:10]3[N:11]=[CH:12][N:8]([C:4]4[CH:5]=[CH:6][CH:7]=[C:2]([F:1])[CH:3]=4)[N:9]=3)=[O:14])[CH2:16][C@@H:17]2[CH3:21])=[O:30])[O:26][C:27]=1[Br:28] |f:2.3|. Reported procedure: A mixture of 87 mg (0.30 mmol) [1-(3-fluoro-phenyl)-1H-[1,2,4]triazol-3-yl]-((S)-3-methyl-piperazin-1-yl)-methanone, 84 mg (0.30 mmol) 4,5-dibromo-2-furoic acid, 0.11 g (0.33 mmol) TBTU and 80 μL (0.45 mmol) DIPEA in 5.0 mL DMF was stirred at RT for 12 h. The reaction mixture was purified by HPLC. The reactants are CNN1C(=NN=C(C1=O)C1=CC=CC=C1)SC (4-methylamino-3-methylthio-6-phenyl-4H-1,2,4-triazin-5-one), CN (methylamine). Solvent: C(C)(C)O (isopropanol). The product is CNC1=NN=C(C(N1NC)=O)C1=CC=CC=C1 (3,4-bis(methylamino)-6-phenyl-4H-1,2,4-triazin-5-one). Yield: 87.6%. Reaction SMILES: [CH3:1][NH:2][N:3]1[C:8](=[O:9])[C:7]([C:10]2[CH:15]=[CH:14][CH:13]=[CH:12][CH:11]=2)=[N:6][N:5]=[C:4]1SC.[CH3:18][NH2:19]>C(O)(C)C>[CH3:18][NH:19][C:4]1[N:3]([NH:2][CH3:1])[C:8](=[O:9])[C:7]([C:10]2[CH:15]=[CH:14][CH:13]=[CH:12][CH:11]=2)=[N:6][N:5]=1. Procedure: 10.0 g (0.04 mole) of 4-methylamino-3-methylthio-6-phenyl-4H-1,2,4-triazin-5-one, 1.6 g (0.05 mole) of methylamine and 50 ml of isopropanol are heated for 4 hours in a bomb tube to 155° C. The resultant clear orange solution is concentrated by evaporation and the residue is chromatographed through silica gel eluted with a 95:5 mixture of methylene chloride/ether. The eluate is concentrated by evaporation and the residue is washed with petroleum ether, affording 8.1 g (88% of theory) of 3,4-bis(m... Starting materials: FC(C=1C=C(C=C(C1)C(F)(F)F)[C@@H]1[C@@H](N(C(O1)=O)CC1=C(C=CC(=C1)[N+](=O)[O-])C1=C(C=CC(=C1)C(C)C)Cl)C)(F)F ((4S,5R)-5-[3,5-bis(trifluoromethyl)phenyl]-3-[(2′-chloro-5′-isopropyl-4-nitrobiphenyl-2-yl)methyl]-4-methyl-1,3-oxazolidin-2-one). Solvent: CO (methanol). Reported procedure: A solution of (4S,5R)-5-[3,5-bis(trifluoromethyl)phenyl]-3-[(2′-chloro-5′-isopropyl-4-nitrobiphenyl-2-yl)methyl]-4-methyl-1,3-oxazolidin-2-one (425 mg, 0.71 mmol) in methanol (10 mL) was subject to H2 (40 psi., Parr shaker) at 20° C. for 6 h. The crude mixture was filtered through a bed of Celite (521). The filtrate was evaporated in vacuo to afford a glass. The titled compound was obtained after a preparative TLC plate developed by 20% EtOAc in hexanes. LC-MS: 571.22 (M+1)+. 1H NMR (CDCl3, 500 ... RXN SMILES: [F:1][C:2]([F:41])([F:40])[C:3]1[CH:4]=[C:5]([C@H:13]2[O:17][C:16](=[O:18])[N:15]([CH2:19][C:20]3[CH:25]=[C:24]([N+:26]([O-])=O)[CH:23]=[CH:22][C:21]=3[C:29]3[CH:34]=[C:33]([CH:35]([CH3:37])[CH3:36])[CH:32]=[CH:31][C:30]=3[Cl:38])[C@H:14]2[CH3:39])[CH:6]=[C:7]([C:9]([F:12])([F:11])[F:10])[CH:8]=1>CO>[NH2:26][C:24]1[CH:23]=[CH:22][C:21]([C:29]2[CH:34]=[C:33]([CH:35]([CH3:37])[CH3:36])[CH:32]=[CH:31][C:30]=2[Cl:38])=[C:20]([CH2:19][N:15]2[C@@H:14]([CH3:39])[C@@H:13]([C:5]3[CH:6]=[C:7]([C:9]([F:10])([F:11])[F:12])[CH:8]=[C:3]([C:2]([F:41])([F:40])[F:1])[CH:4]=3)[O:17][C:16]2=[O:18])[CH:25]=1. Product: NC1=CC(=C(C=C1)C1=C(C=CC(=C1)C(C)C)Cl)CN1C(O[C@@H]([C@@H]1C)C1=CC(=CC(=C1)C(F)(F)F)C(F)(F)F)=O ((4S,5R)-3-[(4-amino-2′-chloro-5′-isopropylbiphenyl-2-yl)methyl]-5-[3,5-bis(trifluoromethyl)phenyl]-4-methyl-1,3-oxazolidin-2-one). Starting materials: N[C@@H](CC(O)=O)C(=O)N[C@@H](CC1=CC=CC=C1)C(=O)O (α-L-aspartyl-L-phenylalanine), CO (methanol), CO (methanol), Cl (hydrochloric acid), N[C@@H](CC(O)=O)C(=O)N[C@@H](CC1=CC=CC=C1)C(=O)O (α-L-aspartyl-L-phenylalanine). Product: COC([C@@H](NC([C@@H](N)CC(O)=O)=O)CC1=CC=CC=C1)=O (α-L-Aspartyl-L-Phenylalanine Methyl Ester). Reaction SMILES: [NH2:1][C@H:2]([C:7]([NH:9][C@H:10]([C:18]([OH:20])=[O:19])[CH2:11][C:12]1[CH:17]=[CH:16][CH:15]=[CH:14][CH:13]=1)=[O:8])[CH2:3][C:4](=[O:6])[OH:5].Cl.[CH3:22]O>>[CH3:22][O:19][C:18](=[O:20])[C@H:10]([CH2:11][C:12]1[CH:17]=[CH:16][CH:15]=[CH:14][CH:13]=1)[NH:9][C:7](=[O:8])[C@H:2]([CH2:3][C:4](=[O:5])[OH:6])[NH2:1]. Procedure: A solution of 1.86 g. of α-L-aspartyl-L-phenylalanine, 2.9 ml. of 2.6 N hydrochloric acid in methanol and 7.2 ml. of methanol was stirred at 30°C. for 2 hours. The resulting yields, based on the initial charge of α-L-aspartyl-L-phenylalanine, are as follows (by TLC): Starting materials: N#N (N2), [N+](=O)([O-])C=1C=NNC1 (4-nitro-1H-pyrazole), C(=O)([O-])[O-].[Cs+].[Cs+] (Cs2CO3), BrCCCCC1(OCCO1)C (2-(4-bromo-butyl)-2-methyl-[1,3]dioxolane). Run in O (Water), CC(OCC)=O (EA), C(=O)(C)C#N (AcCN), C(=O)(C)C#N (AcCN). Conditions: temperature 80 celsius, time 2 hour. Product: CC1(OCCO1)CCCCN1N=CC(=C1)[N+](=O)[O-] (1-[4-(2-Methyl-[1,3]dioxolan-2-yl)-butyl]-4-nitro-1H-pyrazole). As a reaction SMILES: N#N.[N+:3]([C:6]1[CH:7]=[N:8][NH:9][CH:10]=1)([O-:5])=[O:4].C([O-])([O-])=O.[Cs+].[Cs+].Br[CH2:18][CH2:19][CH2:20][CH2:21][C:22]1([CH3:27])[O:26][CH2:25][CH2:24][O:23]1>C(C#N)(C)=O.CC(=O)OCC.O>[CH3:27][C:22]1([CH2:21][CH2:20][CH2:19][CH2:18][N:8]2[CH:7]=[C:6]([N+:3]([O-:5])=[O:4])[CH:10]=[N:9]2)[O:26][CH2:25][CH2:24][O:23]1 |f:2.3.4|. Procedure details: In a flame dried round-bottomed flask equipped with a magnetic stir bar and under inert atmosphere (N2), a solution of 4-nitro-1H-pyrazole (2.10 g, 18.68 mmol) and Cs2CO3 (6.67 g, 20.46 mmol) in AcCN (18.9 mL) was treated with a solution of 2-(4-bromo-butyl)-2-methyl-[1,3]dioxolane (4.15 g, 18.60 mmol) in AcCN (18.9 mL). The reaction mixture was stirred at 80° C. for 2 h. Water (100 mL) was added followed by EA (100 mL). The aq. layer was extracted with EA (200 mL) and the combined org. extracts... Reactants: C(CCC)[Li] (n-butyllithium), [N+](=O)([O-])C1=CC=C2C=CNC2=C1 (6-nitroindole), Cl[Si](C(C)C)(C(C)C)C(C)C (chloro-triisopropyl-silane). The solvent is O1CCCC1 (tetrahydrofuran). Reaction conditions: time 20 minute. The product is [N+](=O)([O-])C1=CC=C2C=CN(C2=C1)[Si](C(C)C)(C(C)C)C(C)C (6-nitro-1-triisopropylsilanyl-1H-indole). Yield: 84.6%. RXN SMILES: [N+:1]([C:4]1[CH:12]=[C:11]2[C:7]([CH:8]=[CH:9][NH:10]2)=[CH:6][CH:5]=1)([O-:3])=[O:2].C([Li])CCC.Cl[Si:19]([CH:26]([CH3:28])[CH3:27])([CH:23]([CH3:25])[CH3:24])[CH:20]([CH3:22])[CH3:21]>O1CCCC1>[N+:1]([C:4]1[CH:12]=[C:11]2[C:7]([CH:8]=[CH:9][N:10]2[Si:19]([CH:26]([CH3:28])[CH3:27])([CH:23]([CH3:25])[CH3:24])[CH:20]([CH3:22])[CH3:21])=[CH:6][CH:5]=1)([O-:3])=[O:2]. Procedure: i)—A solution of 6-nitroindole (25 g, 154 mmol) in dry tetrahydrofuran (900 ml) was cooled to −78° C. and treated with n-butyllithium (2.5 M solution in hexanes, 67.0 ml, 169 mmol). After 20 min. stirring, chloro-triisopropyl-silane (33.0 ml, 155 mmol) was added. The cooling bath was removed and the reaction mixture was stirred for 2 h. The mixture was quenched with water and the product was extracted into ethyl acetate. The combined organic phases were washed with brine, dried over sodium sulfa...